This data is from the Open Reaction Database (ORD), a public repository of structured organic reaction records. The task is: describe an organic reaction: reactants, conditions, products, and yield Reactants: OXONE monopersulfate, O (water), CC1=C(C(=CC(=C1)C)C)SC1=NNC=N1 (3-(2,4,6-trimethylphenyl)thio-1H-1,2,4-triazole), CO (methanol). Conditions: temperature 60 celsius. Product: CC1=C(C(=CC(=C1)C)C)S(=O)(=O)C1=NNC=N1 (3-(2,4,6-Trimethylphenyl)sulfonyl-1H-1,2,4-triazole). As a reaction SMILES: [OH2:1].[CH3:2][C:3]1[CH:8]=[C:7]([CH3:9])[CH:6]=[C:5]([CH3:10])[C:4]=1[S:11][C:12]1[N:16]=[CH:15][NH:14][N:13]=1.C[OH:18]>>[CH3:10][C:5]1[CH:6]=[C:7]([CH3:9])[CH:8]=[C:3]([CH3:2])[C:4]=1[S:11]([C:12]1[N:16]=[CH:15][NH:14][N:13]=1)(=[O:18])=[O:1]. Procedure details: A mixture of OXONE monopersulfate compound (50 g) and water (100 ml) was heated on an oil bath at 60° C., to which was added dropwise a mixture of 3-(2,4,6-trimethylphenyl)thio-1H-1,2,4-triazole (Example 32-a) (5.00 g) and methanol (150 ml) over 1 hour with stirring. After the addition was completed, the reaction mixture was heated and refluxed for 3 hours, and then cooled to room temperature and stirred overnight. Precipitated crystals were collected by filtration, and washed with water to yiel... The reactants are C(C)(C)[Mg]Cl (isopropyl magnesium chloride), solution, C(C)(C)[Mg]Cl (Isopropyl magnesium chloride), solution, IC1=CC=C(C(=O)OC)C=C1 (methyl 4-iodobenzoate), Cl (HCl), CC(C(C)=O)C (3-Methyl-2-butanone). Run in C1CCOC1 (THF), C1CCOC1 (THF), C1CCOC1 (THF). Run at temperature -40 celsius, time 1 hour. The product is OC(C(C)C)(C)C1=CC=C(C(=O)OC)C=C1 (methyl 4-(1-hydroxy-1,2-dimethylpropyl)benzoate). Reaction SMILES: C([Mg]Cl)(C)C.I[C:7]1[CH:16]=[CH:15][C:10]([C:11]([O:13][CH3:14])=[O:12])=[CH:9][CH:8]=1.[CH3:17][CH:18]([CH3:22])[C:19](=[O:21])[CH3:20].Cl>C1COCC1>[OH:21][C:19]([C:7]1[CH:16]=[CH:15][C:10]([C:11]([O:13][CH3:14])=[O:12])=[CH:9][CH:8]=1)([CH3:20])[CH:18]([CH3:22])[CH3:17]. Reported procedure: Isopropyl magnesium chloride (12.0 mL of a 2 M solution in THF, 24.0 mmol) was added to a solution of methyl 4-iodobenzoate (5.24 g, 20.0 mmol) in THF (50 mL) at −40° C. After 1 h, a second portion of isopropyl magnesium chloride (5.00 ml, of a 2 M solution in THF, 10.0 mmol) was added and the resulting mixture allowed to stir at −40° C. for 4 h. 3-Methyl-2-butanone (2.10 mL, 19.6 mmol) was then added and the resulting mixture allowed to warm to room temperature overnight. The reaction mixture w... Starting materials: N1(N=CC=C1)CC1=C(C=C(C(=O)OC)C=C1)OC (methyl 4-((1H-pyrazol-1-yl)methyl)-3-methoxybenzoate), CCCCCC (Hexane). The solvent is C1CCOC1 (THF). Reaction conditions: temperature -70 celsius, time 3.5 hour. Product: N1(N=CC=C1)CC1=C(C=C(C=C1)CO)OC ((4-((1H-pyrazol-1-yl)methyl)-3-methoxyphenyl)methanol). As a reaction SMILES: [N:1]1([CH2:6][C:7]2[CH:16]=[CH:15][C:10]([C:11](OC)=[O:12])=[CH:9][C:8]=2[O:17][CH3:18])[CH:5]=[CH:4][CH:3]=[N:2]1.CCCCCC>C1COCC1>[N:1]1([CH2:6][C:7]2[CH:16]=[CH:15][C:10]([CH2:11][OH:12])=[CH:9][C:8]=2[O:17][CH3:18])[CH:5]=[CH:4][CH:3]=[N:2]1. Procedure: To a solution of methyl 4-((1H-pyrazol-1-yl)methyl)-3-methoxybenzoate (330 mg crude) in THF (6 ml) DIBAL-H 1M in Hexane (4.02 ml, 4.02 mmol) was added dropwise at −70° C. The reaction mixture was stirred at −70° C. for 3.5 h. The reaction mixture was quenched subsequently with ethyl acetate (2 ml) and saturated aqueous NH4Cl. The resulting mixture was extracted with ethyl acetate. The organic layer was washed with brine, dried over Na2SO4, filtered and concentrated under reduced pressure to affo... Reactants: CC(=O)Oc1c(C(C)(C)C)cc(O)c(C=O)c1C(C)(C)C, CCCCCC([Mg+])CCCCC, [Cl-], [H-], [Na+], C1CCOC1. Product: CCCCCC(CCCCC)C(O)c1c(O)cc(C(C)(C)C)c(OC(C)=O)c1C(C)(C)C. RXN SMILES: [C:3]([CH3:4])(=[O:5])[O:6][c:7]1[c:8]([C:20]([CH3:21])([CH3:22])[CH3:23])[cH:9][c:10]([OH:19])[c:11]([CH:12]=[O:13])[c:14]1[C:15]([CH3:16])([CH3:17])[CH3:18].[CH3:25][CH2:26][CH2:27][CH2:28][CH2:29][CH:30]([CH2:31][CH2:32][CH2:33][CH2:34][CH3:35])[Mg+:36].[Cl-:24].[H-:1].[Na+:2].[O:37]1[CH2:38][CH2:39][CH2:40][CH2:41]1>>[C:3]([CH3:4])(=[O:5])[O:6][c:7]1[c:8]([C:20]([CH3:21])([CH3:22])[CH3:23])[cH:9][c:10]([OH:19])[c:11]([CH:12]([OH:13])[CH:30]([CH2:29][CH2:28][CH2:27][CH2:26][CH3:25])[CH2:31][CH2:32][CH2:33][CH2:34][CH3:35])[c:14]1[C:15]([CH3:16])([CH3:17])[CH3:18].